Dataset: the Open Reaction Database (ORD), a public repository of structured organic reaction records. Task: describe an organic reaction: reactants, conditions, products, and yield The reactants are C1(=CC=CC=C1)NC(NC1=CC=C(C=C1)C1=NOC(=C1)C(=O)O)=O (3-[4-(3-phenyl-ureido)-phenyl]-isoxazole-5-carboxylic acid), Cl.COC([C@H](C(C)C)N)=O ((S)-2-amino-3-methyl-butyric acid methyl ester hydrochloride), [K+].[Br-] (KBr). Yields the product COC([C@H](C(C)C)NC(=O)C1=CC(=NO1)C1=CC=C(C=C1)NC(=O)NC1=CC=CC=C1)=O ((S)-3-Methyl-2-({3-[4-(3-phenyl-ureido)-phenyl]-isoxazole-5-carbonyl}-amino)-butyric acid methyl ester). Isolated yield 65.0%. As a reaction SMILES: [C:1]1([NH:7][C:8](=[O:24])[NH:9][C:10]2[CH:15]=[CH:14][C:13]([C:16]3[CH:20]=[C:19]([C:21](O)=[O:22])[O:18][N:17]=3)=[CH:12][CH:11]=2)[CH:6]=[CH:5][CH:4]=[CH:3][CH:2]=1.Cl.[CH3:26][O:27][C:28](=[O:34])[C@@H:29]([NH2:33])[CH:30]([CH3:32])[CH3:31].[K+].[Br-]>>[CH3:26][O:27][C:28](=[O:34])[C@@H:29]([NH:33][C:21]([C:19]1[O:18][N:17]=[C:16]([C:13]2[CH:12]=[CH:11][C:10]([NH:9][C:8]([NH:7][C:1]3[CH:6]=[CH:5][CH:4]=[CH:3][CH:2]=3)=[O:24])=[CH:15][CH:14]=2)[CH:20]=1)=[O:22])[CH:30]([CH3:32])[CH3:31] |f:1.2,3.4|. Reported procedure: The title compound was prepared from 3-[4-(3-phenyl-ureido)-phenyl]-isoxazole-5-carboxylic acid and (S)-2-amino-3-methyl-butyric acid methyl ester hydrochloride as set forth in Example 5 and was obtained in 65% yield. Mass (ES+): 437 (M++1); IR (KBr): 3342, 3262, 1743; 1665, 1598, 1550; 1H NMR (DMSO-d6) δ: 0.92 (2×d, 6H), 2.18 (m, 1H), 3.63 (s, 3H), 4.27 (t, 1H), 6.94 (t, 1H), 7.25 (t, 2H), 7.42 (d, 2H), 7.58 (d, 2H), 7.64 (s, 1H), 7.80 (d, 2H), 8.72 (s, 1H), 8.92 (s, 1H), 9.14 (d, 1H). Starting materials: C(C=C)NC1=CC=C(C=C1)CC(=O)OC (methyl 4-(allylamino)phenylacetate), C(CCO)O (1,3-propanediol), C1(=CC=C(C=C1)S(=O)(=O)O)C (p-toluenesulfonic acid). As a reaction SMILES: [CH2:1]([NH:4][C:5]1[CH:10]=[CH:9][C:8]([CH2:11][C:12]([O:14][CH3:15])=[O:13])=[CH:7][CH:6]=1)[CH:2]=[CH2:3].C(O)[CH2:17][CH2:18][OH:19].C1(C)C=CC(S(O)(=O)=O)=CC=1>>[CH2:1]([NH:4][C:5]1[CH:10]=[CH:9][C:8]([CH2:11][C:12]([O:14][CH2:15][CH2:17][CH2:18][OH:19])=[O:13])=[CH:7][CH:6]=1)[CH:2]=[CH2:3]. The product is C(C=C)NC1=CC=C(C=C1)CC(=O)OCCCO (3-hydroxypropyl 4-(allylamino)phenylacetate). Reported procedure: A mixture of 2.25 g. of methyl 4-(allylamino)phenylacetate, 280 mg. of 1,3-propanediol and 1.37 g. p-toluenesulfonic acid is heated at 180° C. for 18 hours and then is partitioned between ether and 3% aqueous sodium carbonate solution. The ether layer is separated, dried, and evaporated to yield 3-hydroxypropyl 4-(allylamino)phenylacetate. Starting materials: FB(F)F, [BH4-], CCOC(=O)CCC(=O)c1c[nH]c2c(Br)cccc12, CCOCC, [Cl-], [NH4+], [Na+], C1CCOC1. Yields the product CCOC(=O)CCCc1c[nH]c2c(Br)cccc12. RXN SMILES: [B:8]([F:9])([F:10])[F:11].[BH4-:1].[Br:12][c:13]1[cH:14][cH:15][cH:16][c:17]2[c:18]([C:22]([CH2:23][CH2:24][C:25](=[O:26])[O:27][CH2:28][CH3:29])=[O:30])[cH:19][nH:20][c:21]12.[CH2:3]([O:4][CH2:5][CH3:6])[CH3:7].[Cl-:31].[NH4+:32].[Na+:2].[O:33]1[CH2:34][CH2:35][CH2:36][CH2:37]1>>[Br:12][c:13]1[cH:14][cH:15][cH:16][c:17]2[c:18]([CH2:22][CH2:23][CH2:24][C:25](=[O:26])[O:27][CH2:28][CH3:29])[cH:19][nH:20][c:21]12. Reactants: O=C(c1ncc[nH]1)c1ncc[nH]1, CCOC(=O)NO, C1CCOC1, Nn1c(C(F)(F)F)cc(=O)n(-c2cc(CO)c(Cl)cc2F)c1=O. The product is CCOC(=O)NOCc1cc(-n2c(=O)cc(C(F)(F)F)n(N)c2=O)c(F)cc1Cl. RXN SMILES: [C:1]([c:2]1[nH:3][cH:4][cH:5][n:6]1)([c:7]1[nH:8][cH:9][cH:10][n:11]1)=[O:12].[CH2:36]([CH3:37])[O:38][C:39](=[O:40])[NH:41][OH:42].[O:43]1[CH2:44][CH2:45][CH2:46][CH2:47]1.[OH:13][CH2:14][c:15]1[cH:16][c:17](-[n:23]2[c:24](=[O:35])[n:25]([NH2:34])[c:26]([C:30]([F:31])([F:32])[F:33])[cH:27][c:28]2=[O:29])[c:18]([F:22])[cH:19][c:20]1[Cl:21]>>[O:13]([CH2:14][c:15]1[cH:16][c:17](-[n:23]2[c:24](=[O:35])[n:25]([NH2:34])[c:26]([C:30]([F:31])([F:32])[F:33])[cH:27][c:28]2=[O:29])[c:18]([F:22])[cH:19][c:20]1[Cl:21])[NH:41][C:39]([O:38][CH2:36][CH3:37])=[O:40].